From a dataset of the Open Reaction Database (ORD), a public repository of structured organic reaction records. describe an organic reaction: reactants, conditions, products, and yield Reactants: BrC1=C(C=CC=C1)CC(=O)NC1=CC(=CC=C1)CO (2-(2-bromophenyl)-N-[3-(hydroxymethyl)phenyl]acetamide), B.CSC (BH3·DMS). Solvent: C1CCOC1 (THF). Run at time 2 hour. As a reaction SMILES: [Br:1][C:2]1[CH:7]=[CH:6][CH:5]=[CH:4][C:3]=1[CH2:8][C:9]([NH:11][C:12]1[CH:17]=[CH:16][CH:15]=[C:14]([CH2:18][OH:19])[CH:13]=1)=O.B.CSC>C1COCC1>[Br:1][C:2]1[CH:7]=[CH:6][CH:5]=[CH:4][C:3]=1[CH2:8][CH2:9][NH:11][C:12]1[CH:13]=[C:14]([CH2:18][OH:19])[CH:15]=[CH:16][CH:17]=1 |f:1.2|. Procedure details: 2-(2-bromophenyl)-N-[3-(hydroxymethyl)phenyl]acetamide was dissolved THF (0.2 M), followed by addition of BH3·DMS (3 eq), and the reaction was heated to reflux with stirring. After 2 hrs, the mixture was cooled to room temperature, and quenched with excess 10% HCl. The mixture was heated to reflux for 1 hr, and then cooled to room temperature. After washing with EtOAc, the aqueous phase was made alkaline with 10% sodium carbonate, and extracted with EtOAc. The organic phase was washed with brine... Product: BrC1=C(C=CC=C1)CCNC=1C=C(C=CC1)CO ((3-{[2-(2-bromophenyl)ethyl]amino}phenyl) methan-1-ol). The reactants are [H-].[Na+] (NaH), 0.0, CSCCl (chlorodimethyl sulfide), C(CCC)NC(C(C[C@@H]([C@H](C[C@H](CC1=CC(=C(C=C1)C(C)(C)C)O)C(C)C)NC(=O)OC(C)(C)C)O)C)=O (N-tert-butoxycarbonyl-2(R,S)-methyl-4(S)-hydroxy-5(S)-amino-7(S)-isopropyl-8-(3-hydroxy-4-tert-butyl-phenyl)-octanoic acid (N-butyl)amide). The solvent is CN(C=O)C (dimethylformamide), CN(C=O)C (dimethylformamide), CN(C=O)C (dimethylformamide). Reaction conditions: time 30 minute. Product: C(CCC)NC(C(C[C@@H]([C@H](C[C@H](CC1=CC(=C(C=C1)C(C)(C)C)OCSC)C(C)C)NC(=O)OC(C)(C)C)O)C)=O (N-Tert-butoxycarbonyl-2(R,S)-methyl-4(S)-hydroxy-5(S)-amino-7(S)-isopropyl-8-[3-(methylthio-methoxy)-4-tert-butyl-phenyl]-octanoic acid (N-butyl)amide). As a reaction SMILES: [CH2:1]([NH:5][C:6](=[O:38])[CH:7]([CH3:37])[CH2:8][C@H:9]([OH:36])[C@@H:10]([NH:28][C:29]([O:31][C:32]([CH3:35])([CH3:34])[CH3:33])=[O:30])[CH2:11][C@@H:12]([CH:25]([CH3:27])[CH3:26])[CH2:13][C:14]1[CH:19]=[CH:18][C:17]([C:20]([CH3:23])([CH3:22])[CH3:21])=[C:16]([OH:24])[CH:15]=1)[CH2:2][CH2:3][CH3:4].[H-].[Na+].[CH3:41][S:42][CH2:43]Cl>CN(C)C=O>[CH2:1]([NH:5][C:6](=[O:38])[CH:7]([CH3:37])[CH2:8][C@H:9]([OH:36])[C@@H:10]([NH:28][C:29]([O:31][C:32]([CH3:34])([CH3:33])[CH3:35])=[O:30])[CH2:11][C@@H:12]([CH:25]([CH3:26])[CH3:27])[CH2:13][C:14]1[CH:19]=[CH:18][C:17]([C:20]([CH3:23])([CH3:22])[CH3:21])=[C:16]([O:24][CH2:41][S:42][CH3:43])[CH:15]=1)[CH2:2][CH2:3][CH3:4] |f:1.2|. Reported procedure: A solution of 100 mg of N-tert-butoxycarbonyl-2(R,S)-methyl-4(S)-hydroxy-5(S)-amino-7(S)-isopropyl-8-(3-hydroxy-4-tert-butyl-phenyl)-octanoic acid (N-butyl)amide (Example 5a) in 5 ml of dimethylformamide is added dropwise to a suspension, stirred at room temperature, of 7.6 mg of a 65% NaH dispersion in 3 ml of dimethylformamide. The reaction mixture is stirred for a further 30 minutes at room temperature and then a solution of 0.0 17 ml of chlorodimethyl sulfide in 2 ml of dimethylformamide is ... The reactants are NC1=C(SC(=C1)C1=CC=CC=C1)C#N (3-amino-5-phenylthiophene-2-carbonitrile), C(C)O (ethanol). Run in [OH-].[Na+] (sodium hydroxide). The product is NC1=C(SC(=C1)C1=CC=CC=C1)C(=O)N (3-Amino-5-phenylthiophene-2-carboxamide). Isolated yield 45.0%. As a reaction SMILES: [NH2:1][C:2]1[CH:6]=[C:5]([C:7]2[CH:12]=[CH:11][CH:10]=[CH:9][CH:8]=2)[S:4][C:3]=1[C:13]#[N:14].C([OH:17])C>[OH-].[Na+]>[NH2:1][C:2]1[CH:6]=[C:5]([C:7]2[CH:12]=[CH:11][CH:10]=[CH:9][CH:8]=2)[S:4][C:3]=1[C:13]([NH2:14])=[O:17] |f:2.3|. Reported procedure: To a suspension of 3-amino-5-phenylthiophene-2-carbonitrile (150 mg) in aqueous sodium hydroxide solution (20 mL, 10%) was added ethanol (10 mL) and the mixture was refluxed for 1 h. The reaction mixture was allowed to attain rt and the crystals separated were filtered off, washed with cold water and dried to give the product as a golden yellow color solid (70 mg, 45%), mp 180-182° C. Starting materials: CN(C)C=O, CCOCC, CC(C)(C)[Si](C)(C)OC1(CCCOS(C)(=O)=O)CCCCC1, [N-]=[N+]=[N-], [Na+]. Product: CC(C)(C)[Si](C)(C)OC1(CCCN=[N+]=[N-])CCCCC1. RXN SMILES: [CH3:27][N:28]([CH3:29])[CH:30]=[O:31].[CH3:32][CH2:33][O:34][CH2:35][CH3:36].[CH3:5][S:6]([O:7][CH2:10][CH2:11][CH2:12][C:13]1([O:19][Si:20]([CH3:21])([CH3:22])[C:23]([CH3:24])([CH3:25])[CH3:26])[CH2:14][CH2:15][CH2:16][CH2:17][CH2:18]1)(=[O:8])=[O:9].[N-:2]=[N+:3]=[N-:4].[Na+:1]>>[N:2](=[N+:3]=[N-:4])[CH2:10][CH2:11][CH2:12][C:13]1([O:19][Si:20]([CH3:21])([CH3:22])[C:23]([CH3:24])([CH3:25])[CH3:26])[CH2:14][CH2:15][CH2:16][CH2:17][CH2:18]1. Reactants: ClCCl, O=C(Nc1nc(CO)c(-c2cccc(C(F)(F)F)c2)s1)c1c(F)cccc1F, O, O=S(Cl)Cl. The product is O=C(Nc1nc(CCl)c(-c2cccc(C(F)(F)F)c2)s1)c1c(F)cccc1F. RXN SMILES: [Cl:34][CH2:35][Cl:36].[F:1][c:2]1[c:3]([C:4](=[O:5])[NH:6][c:7]2[s:8][c:9](-[c:14]3[cH:15][c:16]([C:20]([F:21])([F:22])[F:23])[cH:17][cH:18][cH:19]3)[c:10]([CH2:12][OH:13])[n:11]2)[c:24]([F:28])[cH:25][cH:26][cH:27]1.[OH2:33].[S:29]([Cl:30])([Cl:31])=[O:32]>>[F:1][c:2]1[c:3]([C:4](=[O:5])[NH:6][c:7]2[s:8][c:9](-[c:14]3[cH:15][c:16]([C:20]([F:21])([F:22])[F:23])[cH:17][cH:18][cH:19]3)[c:10]([CH2:12][Cl:31])[n:11]2)[c:24]([F:28])[cH:25][cH:26][cH:27]1. Starting materials: O=[Ag], CC(C)(C)OC(=O)C1CNC(=O)N1C(=O)OCc1ccccc1, CI, CN(C)C=O, CCOC(C)=O. Yields the product CN1CC(C(=O)OC(C)(C)C)N(C(=O)OCc2ccccc2)C1=O. RXN SMILES: [Ag:37]=[O:38].[CH2:1]([c:2]1[cH:3][cH:4][cH:5][cH:6][cH:7]1)[O:8][C:9](=[O:10])[N:11]1[C:12](=[O:23])[NH:13][CH2:14][CH:15]1[C:16](=[O:17])[O:18][C:19]([CH3:20])([CH3:21])[CH3:22].[CH3:24][I:25].[CH3:26][N:27]([CH3:28])[CH:29]=[O:30].[CH3:31][CH2:32][O:33][C:34](=[O:35])[CH3:36]>>[CH2:1]([c:2]1[cH:3][cH:4][cH:5][cH:6][cH:7]1)[O:8][C:9](=[O:10])[N:11]1[C:12](=[O:23])[N:13]([CH3:24])[CH2:14][CH:15]1[C:16](=[O:17])[O:18][C:19]([CH3:20])([CH3:21])[CH3:22].